This data is from the Open Reaction Database (ORD), a public repository of structured organic reaction records. The task is: describe an organic reaction: reactants, conditions, products, and yield Reactants: C1COCCO1, Cc1cccc(CC(=O)N2CCc3cc(B4OC(C)(C)C(C)(C)O4)ccc32)c1, N#N, CC(C)(C)OC(=O)N1CC(n2cc(Br)c3c(N)ncnc32)C1, [Na+], O=C([O-])O, O, c1ccc(P(c2ccccc2)(c2ccccc2)[Pd](P(c2ccccc2)(c2ccccc2)c2ccccc2)(P(c2ccccc2)(c2ccccc2)c2ccccc2)P(c2ccccc2)(c2ccccc2)c2ccccc2)cc1. The product is Cc1cccc(CC(=O)N2CCc3cc(-c4cn(C5CN(C(=O)OC(C)(C)C)C5)c5ncnc(N)c45)ccc32)c1. RXN SMILES: [CH2:58]1[O:59][CH2:60][CH2:61][O:62][CH2:63]1.[CH3:23][c:24]1[cH:25][c:26]([CH2:30][C:31](=[O:32])[N:33]2[CH2:34][CH2:35][c:36]3[cH:37][c:38]([B:42]4[O:43][C:44]([CH3:45])([CH3:46])[C:47]([CH3:48])([CH3:49])[O:50]4)[cH:39][cH:40][c:41]32)[cH:27][cH:28][cH:29]1.[N:56]#[N:57].[NH2:1][c:2]1[c:3]2[c:4]([n:5][cH:6][n:7]1)[n:8]([CH:12]1[CH2:13][N:14]([C:16](=[O:17])[O:18][C:19]([CH3:20])([CH3:21])[CH3:22])[CH2:15]1)[cH:9][c:10]2[Br:11].[Na+:55].[O-:51][C:52]([OH:53])=[O:54].[OH2:64].[cH:65]1[cH:66][cH:67][c:68]([P:69]([Pd:70]([P:71]([c:72]2[cH:73][cH:74][cH:75][cH:76][cH:77]2)([c:78]2[cH:79][cH:80][cH:81][cH:82][cH:83]2)[c:84]2[cH:85][cH:86][cH:87][cH:88][cH:89]2)([P:90]([c:91]2[cH:92][cH:93][cH:94][cH:95][cH:96]2)([c:97]2[cH:98][cH:99][cH:100][cH:101][cH:102]2)[c:103]2[cH:104][cH:105][cH:106][cH:107][cH:108]2)[P:109]([c:110]2[cH:111][cH:112][cH:113][cH:114][cH:115]2)([c:116]2[cH:117][cH:118][cH:119][cH:120][cH:121]2)[c:122]2[cH:123][cH:124][cH:125][cH:126][cH:127]2)([c:128]2[cH:129][cH:130][cH:131][cH:132][cH:133]2)[c:134]2[cH:135][cH:136][cH:137][cH:138][cH:139]2)[cH:140][cH:141]1>>[NH2:1][c:2]1[c:3]2[c:4]([n:5][cH:6][n:7]1)[n:8]([CH:12]1[CH2:13][N:14]([C:16](=[O:17])[O:18][C:19]([CH3:20])([CH3:21])[CH3:22])[CH2:15]1)[cH:9][c:10]2-[c:38]1[cH:37][c:36]2[c:41]([cH:40][cH:39]1)[N:33]([C:31]([CH2:30][c:26]1[cH:25][c:24]([CH3:23])[cH:29][cH:28][cH:27]1)=[O:32])[CH2:34][CH2:35]2. Starting materials: C12C(C1)C(=O)OC2=O (1,2-cyclopropanedicarboxylic acid anhydride), C(C1=CC=CC=C1)NN (benzylhydrazine). Run in C(C)#N (acetonitrile), C(C)#N (acetonitrile). Product: C(C1=CC=CC=C1)N1C(C2CC2C(N1)=O)=O ((±)-3-Benzyl-3,4-diazabicyclo[4.1.0]heptane-2,5-dione). Yield: 29.8%. As a reaction SMILES: [CH:1]12[C:7](=[O:8])O[C:4](=[O:5])[CH:2]1[CH2:3]2.[CH2:9]([NH:16][NH2:17])[C:10]1[CH:15]=[CH:14][CH:13]=[CH:12][CH:11]=1>C(#N)C>[CH2:9]([N:16]1[NH:17][C:7](=[O:8])[CH:1]2[CH:2]([CH2:3]2)[C:4]1=[O:5])[C:10]1[CH:15]=[CH:14][CH:13]=[CH:12][CH:11]=1. Procedure: In 150 ml of acetonitrile was dissolved 42 g (374 mmol) of 1,2-cyclopropanedicarboxylic acid anhydride, and to the solution was added dropwise a solution of 45.8 g (374 mmol) of benzylhydrazine in 50 ml of acetonitrile, and the mixture was heated under reflux for 15 hours. The solvent was removed by distillation under reduced pressure, and the residue was purified by silica gel column chromatography. Crystallization from ethyl acetate gave 24.1 g (29.7%) of the titled compound. The reactants are C(C=C)Br (allyl bromide), C(C)(=O)OCC (ethyl acetate), O[C@@H]1C[C@@H](CCC1)OCC1=C(C(=O)OC)C(=CC=C1)C (methyl 2-((1R,3S)-3-hydroxycyclohexyloxymethyl)-6-methylbenzoate), [H-].[Na+] (sodium hydride). Run in O1CCCC1 (tetrahydrofuran), CN(C=O)C (dimethylformamide). Reaction conditions: time 40 minute. Yields the product C(C=C)O[C@@H]1C[C@@H](CCC1)OCC1=C(C(=O)OC)C(=CC=C1)C (Methyl 2-((1R,3S)-3-allyloxycyclohexyloxymethyl)-6-methylbenzoate). Reaction SMILES: [OH:1][C@H:2]1[CH2:7][CH2:6][CH2:5][C@@H:4]([O:8][CH2:9][C:10]2[CH:19]=[CH:18][CH:17]=[C:16]([CH3:20])[C:11]=2[C:12]([O:14][CH3:15])=[O:13])[CH2:3]1.[H-].[Na+].[CH2:23](Br)[CH:24]=[CH2:25].C(OCC)(=O)C>CN(C)C=O.O1CCCC1>[CH2:25]([O:1][C@H:2]1[CH2:7][CH2:6][CH2:5][C@@H:4]([O:8][CH2:9][C:10]2[CH:19]=[CH:18][CH:17]=[C:16]([CH3:20])[C:11]=2[C:12]([O:14][CH3:15])=[O:13])[CH2:3]1)[CH:24]=[CH2:23] |f:1.2|. Procedure: 4.3 g of methyl 2-((1R,3S)-3-hydroxycyclohexyloxymethyl)-6-methylbenzoate are dissolved in 40 ml of dimethylformamide and 1.3 g of sodium hydride (60% strength suspension in paraffin oil) are added. After 40 minutes of stirring, 4 ml of allyl bromide, dissolved in 20 ml of tetrahydrofuran, are added. After 3 hours, 300 ml of ethyl acetate are added and the mixture is washed three times with saturated sodium chloride solution. The combined organic phases are dried over sodium sulfate and the solv... Product: Cn1c(=O)n(CCCBr)c2ccccc21. The reactants are BrCCCBr, C1CCOC1, Cn1c(=O)[nH]c2ccccc21, [H-], [Na+]. Reaction SMILES: [Br:14][CH2:15][CH2:16][CH2:17][Br:18].[CH2:19]1[O:20][CH2:21][CH2:22][CH2:23]1.[CH3:1][n:2]1[c:3](=[O:11])[nH:4][c:5]2[c:6]1[cH:7][cH:8][cH:9][cH:10]2.[H-:12].[Na+:13]>>[CH3:1][n:2]1[c:3](=[O:11])[n:4]([CH2:17][CH2:16][CH2:15][Br:14])[c:5]2[c:6]1[cH:7][cH:8][cH:9][cH:10]2. The reactants are S(=O)(=O)(O)O.COC(N)=N (2-methylpseudourea sulfate), O (water), [OH-].[Na+] (sodium hydroxide), C(C)(C)N=C=O (isopropyl isocyanate). Run in CC(=O)C (acetone). Conditions: time 3 hour. The product is 78, C(C)(C)NC(NC(OC)=N)=O (methyl 4-isopropylallophanimidate). As a reaction SMILES: S(O)(O)(=O)=O.[CH3:6][O:7][C:8](=[NH:10])[NH2:9].O.[OH-].[Na+].[CH:14]([N:17]=[C:18]=[O:19])([CH3:16])[CH3:15]>CC(C)=O>[CH:14]([NH:17][C:18](=[O:19])[NH:10][C:8](=[NH:9])[O:7][CH3:6])([CH3:16])[CH3:15] |f:0.1,3.4|. Procedure: To 114 parts of 2-methylpseudourea sulfate in 400 parts of water at 0°C is added 106 parts of 50% sodium hydroxide, followed by 400 parts of acetone, and 51 parts of isopropyl isocyanate. The reaction mixture is allowed to come to room temperature in 3 hrs. The organic solvent is then evaporated under vacuum, the aqueous residue saturated with sodium chloride, and the mixture extracted with methylene chloride. The organic extract is dried and the methylene chloride evaporated to yield 78 parts o...